Task: describe an organic reaction: reactants, conditions, products, and yield. Dataset: the Open Reaction Database (ORD), a public repository of structured organic reaction records Reactants: aqueous solution, C(=O)C=O (glyoxal), CNN=CC(C)=O (2-oxopropanal methylhydrazone). Run in O (water). Product: OC=1C(=NN(C1)C)C(C)=O (1-(4-hydroxy-1-methyl-1H-pyrazol-3-yl)ethanone). Isolated yield 68.7%. As a reaction SMILES: [CH:1]([CH:3]=O)=[O:2].[CH3:5][NH:6][N:7]=[CH:8][C:9](=[O:11])[CH3:10]>O>[OH:11][C:9]1[C:8]([C:1](=[O:2])[CH3:3])=[N:7][N:6]([CH3:5])[CH:10]=1. Procedure: To a 40% aqueous solution of glyoxal (7.1 mL, 62 mmol) was added a solution of 2-oxopropanal methylhydrazone (6.17 g, 61.6 mmol) in water (300 mL). The mixture was heated at reflux for 1 hour before cooling to room temperature. The mixture was extracted with CH2Cl2 (4×). The combined organic extracts were dried over NaSO4, filtered, concentrated and purified by CombiFlash (120 g column, 30-40% EtOAc/hexanes gradient) to provide 1-(4-hydroxy-1-methyl-1H-pyrazol-3-yl)ethanone (5.93 g, 69%). The reactants are CCN=C=NCCCN(C)C, CC#N, Cl, CC(C)(C)c1ccc(CC(N)C(O)c2cccc(Cl)c2)cc1, O, O, On1nnc2ccccc21, O=C(O)c1cccc2c1C=CCCC2. The product is CC(C)(C)c1ccc(CC(NC(=O)c2cccc3c2C=CCCC3)C(O)c2cccc(Cl)c2)cc1. RXN SMILES: [CH2:38]([N:39]=[C:40]=[N:41][CH2:42][CH2:43][CH2:44][N:45]([CH3:46])[CH3:47])[CH3:48].[CH3:60][C:61]#[N:62].[ClH:37].[NH2:1][CH:2]([CH:3]([OH:4])[c:5]1[cH:6][c:7]([Cl:11])[cH:8][cH:9][cH:10]1)[CH2:12][c:13]1[cH:14][cH:15][c:16]([C:19]([CH3:20])([CH3:21])[CH3:22])[cH:17][cH:18]1.[OH2:49].[OH2:63].[OH:50][n:51]1[c:52]2[cH:53][cH:54][cH:55][cH:56][c:57]2[n:58][n:59]1.[c:23]1([C:34](=[O:35])[OH:36])[cH:24][cH:25][cH:26][c:27]2[c:28]1[CH:29]=[CH:30][CH2:31][CH2:32][CH2:33]2>>[NH:1]([CH:2]([CH:3]([OH:4])[c:5]1[cH:6][c:7]([Cl:11])[cH:8][cH:9][cH:10]1)[CH2:12][c:13]1[cH:14][cH:15][c:16]([C:19]([CH3:20])([CH3:21])[CH3:22])[cH:17][cH:18]1)[C:34]([c:23]1[cH:24][cH:25][cH:26][c:27]2[c:28]1[CH:29]=[CH:30][CH2:31][CH2:32][CH2:33]2)=[O:35].